describe an organic reaction: reactants, conditions, products, and yield From a dataset of the Open Reaction Database (ORD), a public repository of structured organic reaction records. The reactants are CCOP(=O)(OCC)C(C)(C)c1ccc([N+](=O)[O-])cc1, C1CCOC1, CCOP(=O)(Cc1ccc([N+](=O)[O-])cc1)OCC, CC(C)[N-]C(C)C, CCOC(C)=O, CI, [Li+], O. The product is CCOP(=O)(OCC)C(C)c1ccc([N+](=O)[O-])cc1. Reaction SMILES: [CH2:29]([CH3:30])[O:31][P:32]([O:33][CH2:34][CH3:35])(=[O:36])[C:37]([CH3:38])([CH3:39])[c:40]1[cH:41][cH:42][c:43]([N+:46](=[O:47])[O-:48])[cH:44][cH:45]1.[CH2:49]1[O:50][CH2:51][CH2:52][CH2:53]1.[CH2:9]([O:10][P:11]([CH2:12][c:13]1[cH:14][cH:15][c:16]([N+:17]([O-:18])=[O:19])[cH:20][cH:21]1)(=[O:22])[O:23][CH2:24][CH3:25])[CH3:26].[CH3:2][CH:3]([N-:4][CH:5]([CH3:6])[CH3:7])[CH3:8].[CH3:54][CH2:55][O:56][C:57]([CH3:58])=[O:59].[I:27][CH3:28].[Li+:1].[OH2:60]>>[CH2:29]([CH3:30])[O:31][P:32]([O:33][CH2:34][CH3:35])(=[O:36])[CH:37]([CH3:38])[c:40]1[cH:41][cH:42][c:43]([N+:46](=[O:47])[O-:48])[cH:44][cH:45]1.